From a dataset of the Open Reaction Database (ORD), a public repository of structured organic reaction records. describe an organic reaction: reactants, conditions, products, and yield Starting materials: FC(C(C(F)(F)F)(O)C1=CC=C(CN2CCC(CC2)N(C(OC(C)(C)C)=O)C)C=C1)(F)F (tert-butyl 1-(4-(1,1,1,3,3,3-hexafluoro-2-hydroxypropan-2-yl)benzyl)-piperidin-4-yl(methyl)carbamate), FC(C(=O)O)(F)F (trifluoroacetic acid). Solvent: ClCCl (dichloromethane). Run at time 20 hour. Yields the product FC(C(C(F)(F)F)(O)C1=CC=C(C=C1)CN1CCC(CC1)NC)(F)F (1,1,1,3,3,3-Hexafluoro-2-(4-((4-(methylamino)piperidin-1-yl)methyl)phenyl)propan-2-ol). The yield is 93.1%. RXN SMILES: [F:1][C:2]([F:32])([F:31])[C:3]([C:9]1[CH:30]=[CH:29][C:12]([CH2:13][N:14]2[CH2:19][CH2:18][CH:17]([N:20](C)[C:21](=O)OC(C)(C)C)[CH2:16][CH2:15]2)=[CH:11][CH:10]=1)([OH:8])[C:4]([F:7])([F:6])[F:5].FC(F)(F)C(O)=O>ClCCl>[F:32][C:2]([F:1])([F:31])[C:3]([C:9]1[CH:30]=[CH:29][C:12]([CH2:13][N:14]2[CH2:19][CH2:18][CH:17]([NH:20][CH3:21])[CH2:16][CH2:15]2)=[CH:11][CH:10]=1)([OH:8])[C:4]([F:7])([F:6])[F:5]. Procedure details: A mixture of tert-butyl 1-(4-(1,1,1,3,3,3-hexafluoro-2-hydroxypropan-2-yl)benzyl)-piperidin-4-yl(methyl)carbamate (3.19 mmol, 1.5 g), dichloromethane (5 mL) and trifluoroacetic acid (5 mL) was stirred for 20 hours. Purification by SCX chromatography gave the title compound (1.1 g). MS (ESI) m/z 371.4 [M+H]+